This data is from the Open Reaction Database (ORD), a public repository of structured organic reaction records. The task is: describe an organic reaction: reactants, conditions, products, and yield Reactants: C(C1=CC=C(C=C1)OC)(=O)C1=C(OC2=C1C=CC(=C2)OC)CC (3-(p-anisoyl)-2-ethyl -6-methoxybenzofuran), [Na] (sodium). The solvent is CN(C=O)C (Dimethyl formamide). The product is C(C)C=1OC2=C(C1C(C1=CC=C(C=C1)O)=O)C=CC(=C2)OC (2-ethyl-3-(p-hydroxy benzoyl)-6-methoxy benzofuran). Isolated yield 100.0%. RXN SMILES: [C:1]([C:11]1[C:15]2[CH:16]=[CH:17][C:18]([O:20][CH3:21])=[CH:19][C:14]=2[O:13][C:12]=1[CH2:22][CH3:23])(=[O:10])[C:2]1[CH:7]=[CH:6][C:5]([O:8]C)=[CH:4][CH:3]=1.[Na]>CN(C)C=O>[CH2:22]([C:12]1[O:13][C:14]2[CH:19]=[C:18]([O:20][CH3:21])[CH:17]=[CH:16][C:15]=2[C:11]=1[C:1](=[O:10])[C:2]1[CH:3]=[CH:4][C:5]([OH:8])=[CH:6][CH:7]=1)[CH3:23] |^1:23|. Procedure details: Dimethyl formamide solution of 3-(p-anisoyl)-2-ethyl -6-methoxybenzofuran (2.39 g, 7.7 mmol) and ethanethiolic sodium salt (971 mg, 11.5 mmol) was stirred at 80° C. for 4 hours. This reaction was completed using NH4Cl solution and extraction was performed with chloroform. The extract was washed with water and saline solution, dried over Ma2SO4, and concentrated under reduced pressure. The residue was purified by HPLC (silica gel, ethyl acetate:hexane=2:8) and a target product (2.28 g, 7.70 mmol,...